Dataset: the Open Reaction Database (ORD), a public repository of structured organic reaction records. Task: describe an organic reaction: reactants, conditions, products, and yield Starting materials: C1CCOC1, C[Si](C)(C)[N-][Si](C)(C)C, C=Cc1ccc2c(n1)COC2=O, Cl, O=C1Cc2cc(F)ccc2N1, [Li+]. The product is C=Cc1ccc2c(n1)COC2=C1C(=O)Nc2ccc(F)cc21. Reaction SMILES: [CH2:35]1[O:36][CH2:37][CH2:38][CH2:39]1.[CH3:12][Si:13]([N-:14][Si:15]([CH3:16])([CH3:17])[CH3:18])([CH3:19])[CH3:20].[CH:22](=[CH2:23])[c:24]1[cH:25][cH:26][c:27]2[c:28]([n:29]1)[CH2:30][O:31][C:32]2=[O:33].[ClH:34].[F:1][c:2]1[cH:3][c:4]2[c:8]([cH:9][cH:10]1)[NH:7][C:6](=[O:11])[CH2:5]2.[Li+:21]>>[F:1][c:2]1[cH:3][c:4]2[c:8]([cH:9][cH:10]1)[NH:7][C:6](=[O:11])[C:5]2=[C:32]1[c:27]2[cH:26][cH:25][c:24]([CH:22]=[CH2:23])[n:29][c:28]2[CH2:30][O:31]1. The reactants are C([O-])([O-])=O.[Na+].[Na+] (sodium carbonate), IC1=CN(C2=NC=C(C=C21)C2=CC=C(C=C2)C2=CCN(CC2)C(=O)OC(C)(C)C)S(=O)(=O)C2=CC=C(C)C=C2 (tert-butyl 4-(4-(3-iodo-1-tosyl-1H-pyrrolo[2,3-b]pyridin-5-yl)phenyl)-5,6-dihydropyridine-1(2H)-carboxylate), FC=1C=C(CN2N=CC(=C2)B2OC(C(O2)(C)C)(C)C)C=CC1 (1-(3-fluorobenzyl)-4-(4,4,5,5-tetramethyl-1,3,2-dioxaborolan-2-yl)-1H-pyrazole), IC1=CN(C2=NC=C(C=C21)C2=CC=C(C=C2)C2=CCN(CC2)C(=O)OC(C)(C)C)S(=O)(=O)C2=CC=C(C)C=C2 (tert-butyl 4-(4-(3-iodo-1-tosyl-1H-pyrrolo[2,3-b]pyridin-5-yl)phenyl)-5,6-dihydropyridine-1(2H)-carboxylate), FC=1C=C(CN2N=CC(=C2)B2OC(C(O2)(C)C)(C)C)C=CC1 (1-(3-fluorobenzyl)-4-(4,4,5,5-tetramethyl-1,3,2-dioxaborolan-2-yl)-1H-pyrazole). Reagents/catalysts: Cl[Pd]([P](C1=CC=CC=C1)(C2=CC=CC=C2)C3=CC=CC=C3)([P](C4=CC=CC=C4)(C5=CC=CC=C5)C6=CC=CC=C6)Cl (Pd(PPh3)2Cl2). Run in C1(=CC=CC=C1)C.C(C)O.O (toluene ethanol water). Product: FC=1C=C(CN2N=CC(=C2)C2=CN(C3=NC=C(C=C32)C3=CC=C(C=C3)C3=CCN(CC3)C(=O)OC(C)(C)C)S(=O)(=O)C3=CC=C(C)C=C3)C=CC1 (tert-butyl 4-(4-(3-(1-(3-fluorobenzyl)-1H-pyrazol-4-yl)-1-tosyl-1H-pyrrolo[2,3-b]pyridin-5-yl)phenyl)-5,6-dihydropyridine-1(2H)-carboxylate). Isolated yield 88.0%. RXN SMILES: I[C:2]1[C:10]2[C:5](=[N:6][CH:7]=[C:8]([C:11]3[CH:16]=[CH:15][C:14]([C:17]4[CH2:22][CH2:21][N:20]([C:23]([O:25][C:26]([CH3:29])([CH3:28])[CH3:27])=[O:24])[CH2:19][CH:18]=4)=[CH:13][CH:12]=3)[CH:9]=2)[N:4]([S:30]([C:33]2[CH:39]=[CH:38][C:36]([CH3:37])=[CH:35][CH:34]=2)(=[O:32])=[O:31])[CH:3]=1.[F:40][C:41]1[CH:42]=[C:43]([CH:59]=[CH:60][CH:61]=1)[CH2:44][N:45]1[CH:49]=[C:48](B2OC(C)(C)C(C)(C)O2)[CH:47]=[N:46]1.C(=O)([O-])[O-].[Na+].[Na+]>C1(C)C=CC=CC=1.C(O)C.O.Cl[Pd](Cl)([P](C1C=CC=CC=1)(C1C=CC=CC=1)C1C=CC=CC=1)[P](C1C=CC=CC=1)(C1C=CC=CC=1)C1C=CC=CC=1>[F:40][C:41]1[CH:42]=[C:43]([CH:59]=[CH:60][CH:61]=1)[CH2:44][N:45]1[CH:49]=[C:48]([C:2]2[C:10]3[C:5](=[N:6][CH:7]=[C:8]([C:11]4[CH:16]=[CH:15][C:14]([C:17]5[CH2:22][CH2:21][N:20]([C:23]([O:25][C:26]([CH3:29])([CH3:27])[CH3:28])=[O:24])[CH2:19][CH:18]=5)=[CH:13][CH:12]=4)[CH:9]=3)[N:4]([S:30]([C:33]3[CH:34]=[CH:35][C:36]([CH3:37])=[CH:38][CH:39]=3)(=[O:31])=[O:32])[CH:3]=2)[CH:47]=[N:46]1 |f:2.3.4,5.6.7,^1:81,100|. Procedure details: Using similar reaction conditions as described in step-i of example-1, tert-butyl 4-(4-(3-iodo-1-tosyl-1H-pyrrolo[2,3-b]pyridin-5-yl)phenyl)-5,6-dihydropyridine-1(2H)-carboxylate (intermediate 66C) (250 mg, 0.381 mmol) was coupled with 1-(3-fluorobenzyl)-4-(4,4,5,5-tetramethyl-1,3,2-dioxaborolan-2-yl)-1H-pyrazole (intermediate 11) (172 mg, 0.571 mmol) using Pd(PPh3)2Cl2 (14 mg, 0.019 mol) and sodium carbonate (121 mg, 1.143 mmol) in toluene/ethanol/water (20/10/4 ml) to afford 237 mg (88% yield)... The reactants are N1=CC=CC=C1 (Pyridine), OC(C(=O)OC(C)(C)C)N1C(C(C1SCC#CC)NC(C1=CC=CC=C1)(C1=CC=CC=C1)C1=CC=CC=C1)=O (1-(1-Hydroxy-1-t-butoxycarbonylmethyl)-3-(triphenylmethylamino)-4-(but-2-ynylthio)azetidin-2-one), C(Cl)(Cl)Cl (CHCl3), S(=O)(Cl)Cl (thionyl chloride), iv. Solvent: O1CCOCC1 (dioxan), O1CCCC1 (tetrahydrofuran), O1CCOCC1 (dioxan), O1CCOCC1 (dioxan). Yields the product ClC(C(=O)OC(C)(C)C)N1C(C(C1SCC#CC)NC(C1=CC=CC=C1)(C1=CC=CC=C1)C1=CC=CC=C1)=O (1-(1-chloro-1-t-butoxycarbonylmethyl)-3-(triphenylmethylamino)-4-(but-2-ynylthio)azetidin-2-one). As a reaction SMILES: C(Cl)(Cl)[Cl:2].O[CH:6]([N:14]1[CH:17]([S:18][CH2:19][C:20]#[C:21][CH3:22])[CH:16]([NH:23][C:24]([C:37]2[CH:42]=[CH:41][CH:40]=[CH:39][CH:38]=2)([C:31]2[CH:36]=[CH:35][CH:34]=[CH:33][CH:32]=2)[C:25]2[CH:30]=[CH:29][CH:28]=[CH:27][CH:26]=2)[C:15]1=[O:43])[C:7]([O:9][C:10]([CH3:13])([CH3:12])[CH3:11])=[O:8].N1C=CC=CC=1.S(Cl)(Cl)=O>O1CCCC1.O1CCOCC1>[Cl:2][CH:6]([N:14]1[CH:17]([S:18][CH2:19][C:20]#[C:21][CH3:22])[CH:16]([NH:23][C:24]([C:31]2[CH:36]=[CH:35][CH:34]=[CH:33][CH:32]=2)([C:37]2[CH:38]=[CH:39][CH:40]=[CH:41][CH:42]=2)[C:25]2[CH:26]=[CH:27][CH:28]=[CH:29][CH:30]=2)[C:15]1=[O:43])[C:7]([O:9][C:10]([CH3:12])([CH3:11])[CH3:13])=[O:8]. Reported procedure: vmax (CHCl3) 3400, 1765, 1730 cm-1. iv. 1-(1-Hydroxy-1-t-butoxycarbonylmethyl)-3-(triphenylmethylamino)-4-(but-2-ynylthio)azetidin-2-one (0.44g) was dissolved in a 1:1 mixture of dry tetrahydrofuran and dioxan (10ml) and the solution, under nitrogen, was cooled to -10°. Pyridine (0.2g) in dry dioxan (2.5ml) was added, followed by the dropwise addition of thionyl chloride (0.19ml) in dioxan (2.5ml) over 2-3 minutes. After a further 15 minutes the precipitated solid was filtered off and the filtra... Starting materials: C1CCOC1, CCO, CCCCCC, O=Cc1cc2n(n1)-c1ccc(Cl)cc1C(c1ccccc1)NC2=O, NN, O. Product: Cc1cc2n(n1)-c1ccc(Cl)cc1C(c1ccccc1)NC2=O. RXN SMILES: [CH2:31]1[O:32][CH2:33][CH2:34][CH2:35]1.[CH3:25][CH2:26][OH:27].[CH3:36][CH2:37][CH2:38][CH2:39][CH2:40][CH3:41].[Cl:1][c:2]1[cH:3][cH:4][c:5]2[c:6]([cH:24]1)[CH:7]([c:18]1[cH:19][cH:20][cH:21][cH:22][cH:23]1)[NH:8][C:9](=[O:17])[c:10]1[n:11]-2[n:12][c:13]([CH:15]=[O:16])[cH:14]1.[NH2:29][NH2:30].[OH2:28]>>[Cl:1][c:2]1[cH:3][cH:4][c:5]2[c:6]([cH:24]1)[CH:7]([c:18]1[cH:19][cH:20][cH:21][cH:22][cH:23]1)[NH:8][C:9](=[O:17])[c:10]1[n:11]-2[n:12][c:13]([CH3:15])[cH:14]1. Starting materials: C(C)(C)(C)OP(=O)(OC(C)(C)C)C(C1=CC=C(CC(C(=O)OCC2=CC=CC=C2)C(=O)OC)C=C1)(F)F (1-benzyl 3-methyl 2-{4-[(di-tert-butoxyphosphoryl) (difluoro)methyl]benzyl}malonate), [H-].[Na+] (NaH), BrCC1=CC=C(C=C1)C(C(=O)OC(C)(C)C)(F)F (tert-butyl 2-[4-(bromomethyl)phenyl]-2,2-difluoroacetate). The solvent is CN(C)C=O (DMF). Run at time 30 minute. Yields the product C(C1=CC=CC=C1)OC(C(CC1=CC=C(C=C1)C(C(=O)O)(F)F)(C(=O)OC)CC1=CC=C(C=C1)C(P(=O)(O)O)(F)F)=O (2-{4-[3-(Benzyloxy)-2-{4-[Difluoro(Phosphono)Methyl]Benzyl}-2-(Methoxycarbonyl)-3-Oxopropyl]Phenyl}-2,2-Difluoroacetic Acid). RXN SMILES: C([O:5][P:6]([C:13]([F:37])([F:36])[C:14]1[CH:35]=[CH:34][C:17]([CH2:18][CH:19]([C:30]([O:32][CH3:33])=[O:31])[C:20]([O:22][CH2:23][C:24]2[CH:29]=[CH:28][CH:27]=[CH:26][CH:25]=2)=[O:21])=[CH:16][CH:15]=1)([O:8]C(C)(C)C)=[O:7])(C)(C)C.[H-].[Na+].Br[CH2:41][C:42]1[CH:47]=[CH:46][C:45]([C:48]([F:57])([F:56])[C:49]([O:51]C(C)(C)C)=[O:50])=[CH:44][CH:43]=1>CN(C=O)C>[CH2:23]([O:22][C:20](=[O:21])[C:19]([CH2:18][C:17]1[CH:16]=[CH:15][C:14]([C:13]([F:37])([F:36])[P:6]([OH:7])([OH:8])=[O:5])=[CH:35][CH:34]=1)([C:30]([O:32][CH3:33])=[O:31])[CH2:41][C:42]1[CH:43]=[CH:44][C:45]([C:48]([F:56])([F:57])[C:49]([OH:51])=[O:50])=[CH:46][CH:47]=1)[C:24]1[CH:29]=[CH:28][CH:27]=[CH:26][CH:25]=1 |f:1.2|. Procedure: To starting 1-benzyl 3-methyl 2-{4-[(di-tert-butoxyphosphoryl) (difluoro)methyl]benzyl}malonate (0.12 g) in DMF(5.0 mL) was added NaH (55 mg). The reaction was stirred at r.t. for 30 min. Then tert-butyl 2-[4-(bromomethyl)phenyl]-2,2-difluoroacetate(0.085 g, prepared according the procedures described by J. W. Tilley et al, J. Med. Chem. 1991, 34. 1125) was added to the mixture. After stirring for 2 h, the mixture was quenched with H2O and extracted with EtOAc (50 mL). The extract was dried over... The reactants are O.[OH-].[Li+] (lithium hydroxide monohydrate), solution, O1CCCC1 (tetrahydrofuran), O1C(=CC=C1)C(=O)CN1C(C(CN(C2=C1C=C(C=C2)C)C(C(C)(C)C)=O)NC(=O)NC2=CC(=CC=C2)C(=O)OCC)=O (1-[1-(Furan-2-yl)carbonylmethyl-2-oxo-5-pivaloyl-8-methyl-1,3,4,5-tetrahydro-2H-1,5-benzodiazepin-3-yl]-3-(3-ethoxycarbonylphenyl)urea). Run in CO (methanol). The product is O1C(=CC=C1)C(=O)CN1C(C(CN(C2=C1C=C(C=C2)C)C(C(C)(C)C)=O)NC(NC=2C=C(C(=O)O)C=CC2)=O)=O (3-[3-[1-(furan-2-yl)carbonylmethyl-2-oxo-5-pivaloyl-8-methyl-1,3,4,5-tetrahydro-2H-1,5-benzodiazepin-3-yl]ureido]benzoic acid). The yield is 61.8%. RXN SMILES: [O:1]1[CH:5]=[CH:4][CH:3]=[C:2]1[C:6]([CH2:8][N:9]1[C:15]2[CH:16]=[C:17]([CH3:20])[CH:18]=[CH:19][C:14]=2[N:13]([C:21](=[O:26])[C:22]([CH3:25])([CH3:24])[CH3:23])[CH2:12][CH:11]([NH:27][C:28]([NH:30][C:31]2[CH:36]=[CH:35][CH:34]=[C:33]([C:37]([O:39]CC)=[O:38])[CH:32]=2)=[O:29])[C:10]1=[O:42])=[O:7].O.[OH-].[Li+].O1CCCC1>CO>[O:1]1[CH:5]=[CH:4][CH:3]=[C:2]1[C:6]([CH2:8][N:9]1[C:15]2[CH:16]=[C:17]([CH3:20])[CH:18]=[CH:19][C:14]=2[N:13]([C:21](=[O:26])[C:22]([CH3:24])([CH3:25])[CH3:23])[CH2:12][CH:11]([NH:27][C:28](=[O:29])[NH:30][C:31]2[CH:32]=[C:33]([CH:34]=[CH:35][CH:36]=2)[C:37]([OH:39])=[O:38])[C:10]1=[O:42])=[O:7] |f:1.2.3|. Procedure details: 1-[1-(Furan-2-yl)carbonylmethyl-2-oxo-5-pivaloyl-8-methyl-1,3,4,5-tetrahydro-2H-1,5-benzodiazepin-3-yl]-3-(3-ethoxycarbonylphenyl)urea (187 mg) was dissolved in methanol (8.8 ml), aqueous lithium hydroxide monohydrate (68.3 mg) solution (4.4 ml) and tetrahydrofuran (4.4 ml) were added, the mixture was refluxed for one hour. The reaction mixture was concentrated under reduced pressure, the residue was dissolved in water (50 ml), the solution was washed with diethyl ether, acidified with 1N hydroc... Starting materials: sulfiric acid, COC(NC[C@@H](CC(C)C)CC(N[C@@H](C)C1=CC=CC=C1)=O)=O ({(S)-4-Methyl-2-[((S)-1-Phenylethylcarbamoyl) -Methyl] Pentyl} Carbamic Acid Methyl Ester), [OH-].[Na+] (sodium hydroxide). Conditions: temperature 117.5 celsius. Yields the product CC(C)C[C@@H](CC(=O)O)CN ((S)-Pregabalin). Isolated yield 50.4%. RXN SMILES: COC(=O)[NH:4][CH2:5][C@H:6]([CH2:11][C:12](=[O:22])N[C@H](C1C=CC=CC=1)C)[CH2:7][CH:8]([CH3:10])[CH3:9].[OH-:24].[Na+]>>[CH3:10][CH:8]([CH2:7][C@H:6]([CH2:5][NH2:4])[CH2:11][C:12]([OH:22])=[O:24])[CH3:9] |f:1.2|. Procedure: A 0.2 1 reactor was loaded with 70% sulfiric acid (200 g) containing compound 26 (10 g, 0.031 mole), and was heated to 115-120° C. for 5-10 hours, and then cooled to room temperature, i.e., about 20° to about 25° C. An aqueous 40% sodium hydroxide solution was added in an amount sufficient to provide a pH of 1. The solution was then extracted with 50 ml of isopropanol, the organic layer was separated, and NH4OH was added in an amount sufficient to provide a pH of 4. The (S)-Pregabalin was precip... The reactants are C#Cc1ccc(C)s1, CC(C)NC(C)C, [Cu]I, COC(=O)COc1ccc(OCC=C(c2ccc(I)cc2)c2ccc(C(F)(F)F)cc2)cc1C, C1CCOC1, Cl[Pd]Cl, c1ccc(P(c2ccccc2)c2ccccc2)cc1, c1ccc(P(c2ccccc2)c2ccccc2)cc1. Yields the product COC(=O)COc1ccc(OCC=C(c2ccc(C#Cc3ccc(C)s3)cc2)c2ccc(C(F)(F)F)cc2)cc1C. RXN SMILES: [C:1](#[CH:2])[c:3]1[s:4][c:5]([CH3:8])[cH:6][cH:7]1.[CH:9]([NH:10][CH:11]([CH3:12])[CH3:13])([CH3:14])[CH3:15].[Cu:55][I:56].[I:16][c:17]1[cH:18][cH:19][c:20]([C:23](=[CH:24][CH2:25][O:26][c:27]2[cH:28][c:29]([CH3:39])[c:30]([O:31][CH2:32][C:33](=[O:34])[O:35][CH3:36])[cH:37][cH:38]2)[c:40]2[cH:41][cH:42][c:43]([C:46]([F:47])([F:48])[F:49])[cH:44][cH:45]2)[cH:21][cH:22]1.[O:50]1[CH2:51][CH2:52][CH2:53][CH2:54]1.[Pd:57]([Cl:58])[Cl:59].[c:60]1([P:61]([c:62]2[cH:63][cH:64][cH:65][cH:66][cH:67]2)[c:68]2[cH:69][cH:70][cH:71][cH:72][cH:73]2)[cH:74][cH:75][cH:76][cH:77][cH:78]1.[c:79]1([P:80]([c:81]2[cH:82][cH:83][cH:84][cH:85][cH:86]2)[c:87]2[cH:88][cH:89][cH:90][cH:91][cH:92]2)[cH:93][cH:94][cH:95][cH:96][cH:97]1>>[C:1](#[C:2][c:17]1[cH:18][cH:19][c:20]([C:23](=[CH:24][CH2:25][O:26][c:27]2[cH:28][c:29]([CH3:39])[c:30]([O:31][CH2:32][C:33](=[O:34])[O:35][CH3:36])[cH:37][cH:38]2)[c:40]2[cH:41][cH:42][c:43]([C:46]([F:47])([F:48])[F:49])[cH:44][cH:45]2)[cH:21][cH:22]1)[c:3]1[s:4][c:5]([CH3:8])[cH:6][cH:7]1. Reactants: CC(=O)O[BH-](OC(C)=O)OC(C)=O, O=C([O-])O, ClCCl, COc1cc2c(cc1CC=O)NC(=O)CC2, CC(=O)O, NC(=O)c1ccc2ccn(C3CCNCC3)c2c1, [Na+], [Na+]. Product: COc1cc2c(cc1CCN1CCC(n3ccc4ccc(C(N)=O)cc43)CC1)NC(=O)CC2. RXN SMILES: [C:35]([O:36][BH-:37]([O:38][C:39](=[O:40])[CH3:41])[O:42][C:43](=[O:44])[CH3:45])(=[O:46])[CH3:47].[C:49](=[O:50])([OH:51])[O-:52].[CH2:54]([Cl:55])[Cl:56].[CH3:19][O:20][c:21]1[cH:22][c:23]2[c:28]([cH:29][c:30]1[CH2:31][CH:32]=[O:33])[NH:27][C:26](=[O:34])[CH2:25][CH2:24]2.[CH3:57][C:58](=[O:59])[OH:60].[NH:1]1[CH2:2][CH2:3][CH:4]([n:7]2[cH:8][cH:9][c:10]3[cH:11][cH:12][c:13]([C:16](=[O:17])[NH2:18])[cH:14][c:15]23)[CH2:5][CH2:6]1.[Na+:48].[Na+:53]>>[N:1]1([CH2:32][CH2:31][c:30]2[c:21]([O:20][CH3:19])[cH:22][c:23]3[c:28]([cH:29]2)[NH:27][C:26](=[O:34])[CH2:25][CH2:24]3)[CH2:2][CH2:3][CH:4]([n:7]2[cH:8][cH:9][c:10]3[cH:11][cH:12][c:13]([C:16](=[O:17])[NH2:18])[cH:14][c:15]23)[CH2:5][CH2:6]1. Starting materials: C(C)OP(OCC)(=O)CC#N (diethyl-(cyanomethyl)-phosphonate), [H-].[Na+] (sodium hydride), C(C)OC(=O)N1CCC(CC1)=O (4-oxo-piperidine-1-carboxylic acid ethyl ester). Run in O1CCCC1 (tetrahydrofuran), O1CCCC1 (tetrahydrofuran). Reaction conditions: time 2 hour. Yields the product C(C)OC(=O)N1CCC(CC1)=CC#N (4-Cyanomethylene-piperidine-1-carboxylic acid ethyl ester). Reaction SMILES: [H-].[Na+].C(OP([CH2:11][C:12]#[N:13])(=O)OCC)C.[CH2:14]([O:16][C:17]([N:19]1[CH2:24][CH2:23][C:22](=O)[CH2:21][CH2:20]1)=[O:18])[CH3:15]>O1CCCC1>[CH2:14]([O:16][C:17]([N:19]1[CH2:24][CH2:23][C:22](=[CH:11][C:12]#[N:13])[CH2:21][CH2:20]1)=[O:18])[CH3:15] |f:0.1|. Procedure: To a suspension of 12.85 g (321.28 mmol) of sodium hydride (60% suspension in mineral oil) in 500 ml of anhydrous tetrahydrofuran at 0° C., was added 56.91 g (321.28 mmol) of diethyl-(cyanomethyl)-phosphonate over a 10-min period. The reaction mixture was stirred for 2 h at room temperature and then 44.05 g (292.07 mmol) of 4-oxo-piperidine-1-carboxylic acid ethyl ester in 230 ml of anhydrous tetrahydrofuran was added dropwise over 30 min. The resulting mixture was stirred at room temperature fo...